Dataset: the Open Reaction Database (ORD), a public repository of structured organic reaction records. Task: describe an organic reaction: reactants, conditions, products, and yield Starting materials: COc1cccc(C=O)c1, CCOP(=O)(Cc1ccc([N+](=O)[O-])cc1)OCC. Product: COc1cccc(C=Cc2ccc([N+](=O)[O-])cc2)c1. RXN SMILES: [CH3:19][O:20][c:21]1[cH:22][c:23]([CH:24]=[O:25])[cH:26][cH:27][cH:28]1.[N+:1](=[O:2])([O-:3])[c:4]1[cH:5][cH:6][c:7]([CH2:8][P:9](=[O:10])([O:11][CH2:12][CH3:13])[O:14][CH2:15][CH3:16])[cH:17][cH:18]1>>[N+:1](=[O:2])([O-:3])[c:4]1[cH:5][cH:6][c:7]([CH:8]=[CH:24][c:23]2[cH:22][c:21]([O:20][CH3:19])[cH:28][cH:27][cH:26]2)[cH:17][cH:18]1.